This data is from the Open Reaction Database (ORD), a public repository of structured organic reaction records. The task is: describe an organic reaction: reactants, conditions, products, and yield Starting materials: 4'-nitrobenzyl 7-phenylacetamido-3-hydroxy-3-cephem-4-carboxylate, P(OC1=CC=CC=C1)(OC1=CC=CC=C1)OC1=CC=CC=C1 (triphenyl phosphite), C(C(C)C)O (isobutanol), 6A, ClCl (chlorine), N1=CC=CC=C1 (pyridine). The solvent is C(Cl)Cl (methylene chloride), C(Cl)Cl (methylene chloride). Conditions: temperature 23 celsius, time 15 minute. Yields the product P(OC1=CC=CC=C1)(OC1=CC=CC=C1)OC1=CC=CC=C1.ClCl (triphenyl phosphite chlorine), ester hydrochloride. The yield is 78.3%. As a reaction SMILES: [Cl:1][Cl:2].[P:3]([O:18][C:19]1[CH:24]=[CH:23][CH:22]=[CH:21][CH:20]=1)([O:11][C:12]1[CH:17]=[CH:16][CH:15]=[CH:14][CH:13]=1)[O:4][C:5]1[CH:10]=[CH:9][CH:8]=[CH:7][CH:6]=1.N1C=CC=CC=1.C(O)C(C)C>C(Cl)Cl>[P:3]([O:11][C:12]1[CH:17]=[CH:16][CH:15]=[CH:14][CH:13]=1)([O:18][C:19]1[CH:24]=[CH:23][CH:22]=[CH:21][CH:20]=1)[O:4][C:5]1[CH:6]=[CH:7][CH:8]=[CH:9][CH:10]=1.[Cl:1][Cl:2] |f:5.6|. Procedure details: A solution of the triphenyl phosphite-chlorine kinetic compound was prepared in accordance with the procedure described in Paragraph 6A above using chlorine and 2.89 ml (11 mmol) of triphenyl phosphite in 45 ml of methylene chloride. To this solution was added 2.3 gm (5 mmol) of 4'-nitrobenzyl 7-phenylacetamido-3-hydroxy-3-cephem-4-carboxylate. Then a solution of 0.89 ml (11 mmol) of pyridine and 5 ml of methylene chloride was added dropwise with stirring at -15° to -10° C. over a 15 minutes int... The reactants are O=C[C@H](O)[C@@H](O)[C@H](O)[C@H](O)CO (glucose), CC1([C@@H](N2[C@H](S1)[C@@H](C2=O)NC(=O)[C@@H](C=3C=CC=CC3)N)C(=O)O)C (ampicillin), CC(C)S[C@H]1[C@@H]([C@H]([C@H]([C@H](O1)CO)O)O)O (IPTG), SCCO (β-mercaptoethanol), [N-]=[N+]=[N-].[Na+] (sodium azide), O=C[C@H](O)[C@@H](O)[C@H](O)[C@H](O)CO (glucose), N[C@@H](CC(=O)[O-])C(=O)[O-] (aspartate). Run in C(C(CO)(CO)N)O (Tris), ice, C(C(CO)(CO)N)O (Tris). Reaction conditions: time 8 hour. Yields the product N[C@@H](CC(O)=O)C(=O)O (Asp). RXN SMILES: O=C[C@@H]([C@H]([C@@H]([C@@H](CO)O)O)O)O.CC1(C)S[C@@H]2[C@H](NC([C@H](N)C3C=CC=CC=3)=O)C(=O)N2[C@H]1C(O)=O.CC(S[C@@H]1O[C@H](CO)[C@H](O)[C@H](O)[C@H]1O)C.SCCO.[N-]=[N+]=[N-].[Na+].[NH2:60][C@H:61]([C:66]([O-:68])=[O:67])[CH2:62][C:63]([O-:65])=[O:64]>C(O)C(N)(CO)CO>[NH2:60][C@H:61]([C:66]([OH:68])=[O:67])[CH2:62][C:63](=[O:64])[OH:65] |f:4.5|. Reported procedure: The E. coli (XLI Blue strain) transformed with recombinant pHLASP or wild type pBluescript SK− phagemid were grown overnight in 15 ml of Luria broth containing glucose (0.1%) and ampicillin (50 μg/ml) in the absence or presence of 20 mM IPTG. The bacteria were harvested, treated with 500 μL of 0.05 mg/ml lysozyme in 25 mM Tris.Cl pH 8.0, 10 mM EDTA and 50 mM glucose for 10 min at ambient temperature. The treated bacteria were diluted with ice cold 1.5 ml of 50 mM Tris.Cl, pH 8.0, 0.01% β-mercapt... Starting materials: C#CCOCCCCCCNCc1ccccc1, O=C(c1ccc(I)cc1)N1CCOCC1. The product is O=C(c1ccc(C#CCOCCCCCCNCc2ccccc2)cc1)N1CCOCC1. Reaction SMILES: [CH2:16]([C:17]#[CH:18])[O:19][CH2:20][CH2:21][CH2:22][CH2:23][CH2:24][CH2:25][NH:26][CH2:27][c:28]1[cH:29][cH:30][cH:31][cH:32][cH:33]1.[I:1][c:2]1[cH:3][cH:4][c:5]([C:6](=[O:7])[N:8]2[CH2:9][CH2:10][O:11][CH2:12][CH2:13]2)[cH:14][cH:15]1>>[c:2]1([C:18]#[C:17][CH2:16][O:19][CH2:20][CH2:21][CH2:22][CH2:23][CH2:24][CH2:25][NH:26][CH2:27][c:28]2[cH:29][cH:30][cH:31][cH:32][cH:33]2)[cH:3][cH:4][c:5]([C:6](=[O:7])[N:8]2[CH2:9][CH2:10][O:11][CH2:12][CH2:13]2)[cH:14][cH:15]1. The reactants are CC(C)[Mg+], [Cl-], O=C1Nc2cccc(Cl)c2C1=O, Oc1ccc2c(c1)OCO2, C1CCOC1. The product is O=C1Nc2cccc(Cl)c2C1(O)c1cc2c(cc1O)OCO2. As a reaction SMILES: [CH:12]([Mg+:13])([CH3:14])[CH3:15].[Cl-:11].[Cl:16][c:17]1[c:18]2[c:22]([cH:23][cH:24][cH:25]1)[NH:21][C:20](=[O:26])[C:19]2=[O:27].[O:1]1[CH2:2][O:3][c:4]2[c:5]1[cH:6][cH:7][c:8]([OH:10])[cH:9]2.[O:28]1[CH2:29][CH2:30][CH2:31][CH2:32]1>>[O:1]1[CH2:2][O:3][c:4]2[c:5]1[cH:6][c:7]([C:19]1([OH:27])[c:18]3[c:17]([Cl:16])[cH:25][cH:24][cH:23][c:22]3[NH:21][C:20]1=[O:26])[c:8]([OH:10])[cH:9]2. The reactants are COc1cc2nccc(Oc3ccc(N)c(C)c3)c2cc1OC, Cc1cccc(C(=O)N=C=S)c1, Cc1ccccc1, CCO. The product is COc1cc2nccc(Oc3ccc(NC(=S)NC(=O)c4cccc(C)c4)c(C)c3)c2cc1OC. RXN SMILES: [CH3:13][O:14][c:15]1[cH:16][c:17]2[c:18]([O:27][c:28]3[cH:29][c:30]([CH3:35])[c:31]([NH2:32])[cH:33][cH:34]3)[cH:19][cH:20][n:21][c:22]2[cH:23][c:24]1[O:25][CH3:26].[CH3:1][c:2]1[cH:3][c:4]([C:8](=[O:9])[N:10]=[C:11]=[S:12])[cH:5][cH:6][cH:7]1.[CH3:36][c:37]1[cH:38][cH:39][cH:40][cH:41][cH:42]1.[CH3:43][CH2:44][OH:45]>>[CH3:1][c:2]1[cH:3][c:4]([C:8](=[O:9])[NH:10][C:11](=[S:12])[NH:32][c:31]2[c:30]([CH3:35])[cH:29][c:28]([O:27][c:18]3[c:17]4[cH:16][c:15]([O:14][CH3:13])[c:24]([O:25][CH3:26])[cH:23][c:22]4[n:21][cH:20][cH:19]3)[cH:34][cH:33]2)[cH:5][cH:6][cH:7]1. The reactants are BrC1=CC=2C(CCC(C2C=C1CCCO[Si](C)(C)C(C)(C)C)(C)C)(C)C (2-bromo-3-(3-t-butyldimethylsiloxypropyl)-5,5,8,8-tetramethyl-5,6,7,8-tetrahydro-naphthalene), [Li]CCCC (n-BuLi), C(=O)N1CCCCC1 (N-formyl piperidine). Solvent: O1CCCC1 (tetrahydrofuran), O1CCCC1 (tetrahydrofuran). Conditions: time 1 hour. The product is C(=O)C1=CC=2C(CCC(C2C=C1CCCO[Si](C)(C)C(C)(C)C)(C)C)(C)C (2-formyl-3-(3-t-butyldimethylsiloxypropyl)-5,5,8,8-tetramethyl-5,6,7,8-tetrahydro-naphthalene). The yield is 89.2%. RXN SMILES: Br[C:2]1[C:11]([CH2:12][CH2:13][CH2:14][O:15][Si:16]([C:19]([CH3:22])([CH3:21])[CH3:20])([CH3:18])[CH3:17])=[CH:10][C:9]2[C:8]([CH3:24])([CH3:23])[CH2:7][CH2:6][C:5]([CH3:26])([CH3:25])[C:4]=2[CH:3]=1.[Li]CCCC.[CH:32](N1CCCCC1)=[O:33]>O1CCCC1>[CH:32]([C:2]1[C:11]([CH2:12][CH2:13][CH2:14][O:15][Si:16]([C:19]([CH3:22])([CH3:20])[CH3:21])([CH3:18])[CH3:17])=[CH:10][C:9]2[C:8]([CH3:24])([CH3:23])[CH2:7][CH2:6][C:5]([CH3:25])([CH3:26])[C:4]=2[CH:3]=1)=[O:33]. Procedure: To a solution of 14 g (32 mmol) of 2-bromo-3-(3-t-butyldimethylsiloxypropyl)-5,5,8,8-tetramethyl-5,6,7,8-tetrahydro-naphthalene in 200 mL of dry tetrahydrofuran at −78° C. was added 24.9 mL (64 mmol) of n-BuLi (2.5 M in hexane) via syringe under N2 atmosphere. The reaction mixture was stirred at this condition for 1 hour. Then it was quenched with a solution of 7 mL (64 mmol) of N-formyl piperidine in 10 mL of dry tetrahydrofuran. The resulting solution was stirred for an additional 30 minutes, ... Starting materials: ClC1=CC=C(C=C1)SCCCCOC=1C=C2CCC(NC2=CC1)=O (6-[4-(4-chlorophenyl-mercapto)-butoxy]-3,4-dihydro-carbostyril), OO (hydrogen peroxide). The product is ClC1=CC=C(C=C1)S(=O)CCCCOC=1C=C2CCC(NC2=CC1)=O (6-[4-(4-Chlorophenyl-sulfinyl)-butoxy]-3,4-dihydro-carbostyril). As a reaction SMILES: [Cl:1][C:2]1[CH:7]=[CH:6][C:5]([S:8][CH2:9][CH2:10][CH2:11][CH2:12][O:13][C:14]2[CH:15]=[C:16]3[C:21](=[CH:22][CH:23]=2)[NH:20][C:19](=[O:24])[CH2:18][CH2:17]3)=[CH:4][CH:3]=1.[OH:25]O>>[Cl:1][C:2]1[CH:7]=[CH:6][C:5]([S:8]([CH2:9][CH2:10][CH2:11][CH2:12][O:13][C:14]2[CH:15]=[C:16]3[C:21](=[CH:22][CH:23]=2)[NH:20][C:19](=[O:24])[CH2:18][CH2:17]3)=[O:25])=[CH:4][CH:3]=1. Procedure details: Prepared analogous to Example 2 from 6-[4-(4-chlorophenyl-mercapto)-butoxy]-3,4-dihydro-carbostyril and hydrogen peroxide.